Dataset: the Open Reaction Database (ORD), a public repository of structured organic reaction records. Task: describe an organic reaction: reactants, conditions, products, and yield Starting materials: [Al+3], [Cl-], [Cl-], [Cl-], ClC=C(Cl)Cl, Cc1ccc(Cl)c(Cl)c1. Product: Cc1cc(Cl)c(Cl)cc1C(Cl)=CCl. As a reaction SMILES: [Al+3:16].[Cl-:15].[Cl-:17].[Cl-:18].[Cl:1][CH:2]=[C:3]([Cl:4])[Cl:5].[Cl:6][c:7]1[cH:8][c:9]([CH3:14])[cH:10][cH:11][c:12]1[Cl:13]>>[Cl:1][CH:2]=[C:3]([Cl:4])[c:10]1[c:9]([CH3:14])[cH:8][c:7]([Cl:6])[c:12]([Cl:13])[cH:11]1. Yields the product C1CCSSC1, O=Cc1cc2cc(Cl)ccc2s1. Reactants: [Li]CCCC, C1CCOC1, C[Si](C)(C)C1CCCSS1, O=Cc1cc2cc(Cl)ccc2s1. Reaction SMILES: [CH2:11]([Li:12])[CH2:13][CH2:14][CH3:15].[CH2:28]1[O:29][CH2:30][CH2:31][CH2:32]1.[CH3:1][Si:2]([CH3:3])([CH3:4])[CH:5]1[S:6][S:7][CH2:8][CH2:9][CH2:10]1.[Cl:16][c:17]1[cH:18][cH:19][c:20]2[c:21]([cH:22][c:23]([CH:25]=[O:26])[s:24]2)[cH:27]1>>[CH2:5]1[S:6][S:7][CH2:8][CH2:9][CH2:10]1.[Cl:16][c:17]1[cH:18][cH:19][c:20]2[c:21]([cH:22][c:23]([CH:25]=[O:26])[s:24]2)[cH:27]1. Reactants: ON=C(C#N)C(C1=CC=CC=C1)=O (2-hydroxyimino-3-oxo-3-phenylpropanenitrile), CNN (methylhydrazine). Solvent: C(C)O (ethanol). Yields the product NC1=C(C(=NN1C)C1=CC=CC=C1)N=O (5-Amino-1-methyl-4-nitroso-3-phenylpyrazole). RXN SMILES: [OH:1][N:2]=[C:3]([C:6](=O)[C:7]1[CH:12]=[CH:11][CH:10]=[CH:9][CH:8]=1)[C:4]#[N:5].[CH3:14][NH:15][NH2:16]>C(O)C>[NH2:5][C:4]1[N:15]([CH3:14])[N:16]=[C:6]([C:7]2[CH:12]=[CH:11][CH:10]=[CH:9][CH:8]=2)[C:3]=1[N:2]=[O:1]. Procedure details: A mixture of 2-hydroxyimino-3-oxo-3-phenylpropanenitrile (2.61 g, 15 mmol) and methylhydrazine (1.1 ml, 21 mmol) was stirred at reflux in ethanol (20 ml) for 2 hours, cooled and concentrated under reduced pressure. The residue was partitioned between ether (50 ml) and dilute hydrochloric acid (50 ml, 2N solution). The aqueous phase was separated and rendered basic by the addition of saturated aqueous potassium carbonate. The red solid which precipitated was filtered off and dried, to give the ti... Reactants: CC(=O)C1=CC=C(C=C1)N (4-aminoacetophenone), [N-]=C=O.C(C)(C)(C)OC(CN)=O (glycine t-butyl ester isocyanate), Cl.NO (hydroxylamine hydrochloride), C(OC)(OC)OC (trimethyl orthoformate). Run in C1CCOC1 (THF), C1CCOC1 (THF), N1=CC=CC=C1 (pyridine). Conditions: time 3 hour. The product is ON=C(C)C1=CC=C(C=C1)NC(=O)NCC(=O)OC(C)(C)C (N-[4-(1-hydroxyiminoethyl)phenyl]-N'-(t-butoxycarbonylmethyl)urea). RXN SMILES: [CH3:1][C:2]([C:4]1[CH:9]=[CH:8][C:7]([NH2:10])=[CH:6][CH:5]=1)=O.[N-:11]=[C:12]=[O:13].[C:14]([O:18][C:19](=[O:22])[CH2:20]N)([CH3:17])([CH3:16])[CH3:15].Cl.[NH2:24][OH:25].C(OC)(OC)OC>C1COCC1.N1C=CC=CC=1>[OH:25][N:24]=[C:2]([C:4]1[CH:9]=[CH:8][C:7]([NH:10][C:12]([NH:11][CH2:20][C:19]([O:18][C:14]([CH3:17])([CH3:16])[CH3:15])=[O:22])=[O:13])=[CH:6][CH:5]=1)[CH3:1] |f:1.2,3.4|. Procedure details: A solution of 0.02 mol 4-aminoacetophenone in 40 mL THF is added dropwise to a solution of 0.02 mol of glycine t-butyl ester isocyanate and 5 mL pyridine in 40 mL THF, and the reaction mixture is stirred for 3 hours. The solvent is then removed by rotary evaporator. The residue is dispersed in 50 mL CH3OH, and 0.022 mol hydroxylamine hydrochloride and 0.06 mol trimethyl orthoformate are added. The reaction mixture is heated to reflux for 10 hours. The solvent is removed by rotary evaporator. Add... Reactants: C(C1=CC=CC=C1)OC1=CC=C2C=CN=CC2=C1 (7-benzyloxyisoquinoline), ClC1=CC(=CC=C1)C(=O)OO (3-chloroperbenzoic acid). The solvent is C(Cl)Cl (CH2Cl2), C(Cl)Cl (CH2Cl2). Product: C(C1=CC=CC=C1)OC1=CC=C2C=C[N+](=CC2=C1)[O-] (7-benzyloxyisoquinoline N-oxide). The yield is 98.1%. As a reaction SMILES: [CH2:1]([O:8][C:9]1[CH:18]=[C:17]2[C:12]([CH:13]=[CH:14][N:15]=[CH:16]2)=[CH:11][CH:10]=1)[C:2]1[CH:7]=[CH:6][CH:5]=[CH:4][CH:3]=1.ClC1C=CC=C(C(OO)=[O:27])C=1>C(Cl)Cl>[CH2:1]([O:8][C:9]1[CH:18]=[C:17]2[C:12]([CH:13]=[CH:14][N+:15]([O-:27])=[CH:16]2)=[CH:11][CH:10]=1)[C:2]1[CH:3]=[CH:4][CH:5]=[CH:6][CH:7]=1. Reported procedure: A solution of 7-benzyloxyisoquinoline (International Patent Application publication no. WO 94/20459) (0.50 g, 2.13 mmol) in CH2Cl2 (20 mL) was stirred with 3-chloroperbenzoic acid (mCPBA) (1.1 g, 3.19 mmol) at room temperature for 2.5 h. The mixture was diluted with CH2Cl2, and then washed with sodium dithionite (1 M), potassium carbonate (1 M) and brine. The organic layer was dried over MgSO4 and evaporated in vacuo to leave 7-benzyloxyisoquinoline N-oxide (0.521 g, 2.09 mmol) as a cream-colour... Run at temperature -7.5 celsius, time 1 hour. Starting materials: Cl (HCl), ClC(=O)N=C=O (chlorocarbonyl isocyanate), C(C1=CC=CC=C1)C1=C(OC2=C1C=CC(=C2)\C(=C/CNO)\CC)CC (Z-N-[3-(3-Benzyl-2-ethyl-benzofuran-6-yl)-pent-2-enyl]-hydroxylamine). As a reaction SMILES: Cl[C:2]([N:4]=[C:5]=[O:6])=[O:3].[CH2:7]([C:14]1[C:18]2[CH:19]=[CH:20][C:21](/[C:23](/[CH2:28][CH3:29])=[CH:24]\[CH2:25][NH:26][OH:27])=[CH:22][C:17]=2[O:16][C:15]=1[CH2:30][CH3:31])[C:8]1[CH:13]=[CH:12][CH:11]=[CH:10][CH:9]=1.Cl>C1COCC1>[CH2:7]([C:14]1[C:18]2[CH:19]=[CH:20][C:21](/[C:23](/[CH2:28][CH3:29])=[CH:24]\[CH2:25][N:26]3[C:5](=[O:6])[NH:4][C:2](=[O:3])[O:27]3)=[CH:22][C:17]=2[O:16][C:15]=1[CH2:30][CH3:31])[C:8]1[CH:9]=[CH:10][CH:11]=[CH:12][CH:13]=1. Procedure details: A solution of chlorocarbonyl isocyanate (0.31 mL; 3.88 mmol) in THF (5 mL) was added dropwise to the solution of Z-N-[3-(3-Benzyl-2-ethyl-benzofuran-6-yl)-pent-2-enyl]-hydroxylamine (1.3 g; 3.88 mmol) in THF (25 mL) at −10° C. The mixture was stirred for 1 hour at −10 to −5° C., and at 0° C. for 30 minutes, then poured over cold 1N HCl solution and extracted with ethyl acetate (3×50 mL). The organic extracts were combined, dried over anhydrous magnesium sulfate and solvent evaporated. The residu... Yields the product C(C1=CC=CC=C1)C1=C(OC2=C1C=CC(=C2)\C(=C/CN2OC(NC2=O)=O)\CC)CC (Z-2-[-3-(3-Benzyl-2-ethyl-benzofuran-6-yl)-pent-2-enyl]-[1,2,4]oxadiazolidine-3,5-dione). Run in C1CCOC1 (THF), C1CCOC1 (THF). Starting materials: C(C)(C)(C)OC(N[C@@H](C)C(N[C@@H](CC(C)C)B1O[C@]2([C@@H]3C([C@H](C[C@H]2O1)C3)(C)C)C)=O)=O ({(S)-1-[(R)-3-Methyl-1-((1S,2S,6R,8S)-2,9,9-trimethyl-3,5-dioxa-4-bora-tricyclo[6.1.1.02,6]dec-4-yl)-butylcarbamoyl]-ethyl}-carbamic acid tert-butyl ester), C1(=CC(=CC=C1)N[C@H](C(=O)O)CC1=CC=C(C=C1)OC)C1=CC=CC=C1 ((S)-2-(Biphenyl-3-ylamino)-3-(4-methoxy-phenyl)-propionic acid). The product is C1(=CC(=CC=C1)N[C@H](C(=O)N[C@@H](C)C(N[C@@H](CC(C)C)B1O[C@]2([C@@H]3C([C@H](C[C@H]2O1)C3)(C)C)C)=O)CC3=CC=C(C=C3)OC)C3=CC=CC=C3 ((S)-2-(Biphenyl-3-ylamino)-3-(4-methoxy-phenyl)-N-{(S)-1-[(R)-3-methyl-1-((1S,2S,6R,8S)-2,9,9-trimethyl-3,5-dioxa-4-bora-tricyclo[6.1.1.02,6]dec-4-yl)-butylcarbamoyl]-ethyl}-propionamide). Reaction SMILES: C(O[C:6](=[O:31])[NH:7][C@H:8]([C:10](=[O:30])[NH:11][C@H:12]([B:17]1[O:25][C@H:24]2[C@:19]([CH3:29])([C@H:20]3[CH2:26][C@@H:22]([CH2:23]2)[C:21]3([CH3:28])[CH3:27])[O:18]1)[CH2:13][CH:14]([CH3:16])[CH3:15])[CH3:9])(C)(C)C.[C:32]1([C:52]2[CH:57]=[CH:56][CH:55]=[CH:54][CH:53]=2)[CH:37]=[CH:36][CH:35]=[C:34]([NH:38][C@@H:39]([CH2:43][C:44]2[CH:49]=[CH:48][C:47]([O:50][CH3:51])=[CH:46][CH:45]=2)C(O)=O)[CH:33]=1>>[C:32]1([C:52]2[CH:57]=[CH:56][CH:55]=[CH:54][CH:53]=2)[CH:37]=[CH:36][CH:35]=[C:34]([NH:38][C@@H:39]([CH2:43][C:44]2[CH:49]=[CH:48][C:47]([O:50][CH3:51])=[CH:46][CH:45]=2)[C:6]([NH:7][C@H:8]([C:10](=[O:30])[NH:11][C@H:12]([B:17]2[O:25][C@H:24]3[C@:19]([CH3:29])([C@H:20]4[CH2:26][C@@H:22]([CH2:23]3)[C:21]4([CH3:27])[CH3:28])[O:18]2)[CH2:13][CH:14]([CH3:15])[CH3:16])[CH3:9])=[O:31])[CH:33]=1. Reported procedure: The title compound is prepared as described in example 1 but using {(S)-1-[(R)-3-Methyl-1-((1S,2S,6R,8S)-2,9,9-trimethyl-3,5-dioxa-4-bora-tricyclo[6.1.1.02,6]dec-4-yl)-butylcarbamoyl]-ethyl}-carbamic acid tert-butyl ester and (S)-2-(Biphenyl-3-ylamino)-3-(4-methoxy-phenyl)-propionic acid. Reactants: CI (Methyl iodide), CC1=C(N=C2N1C=CC(=C2)C)CCC2=CC1=C(N=C(O1)[S-])C=C2.[K+] (potassium 6-[2-(3,7-dimethylimidazo[1,2-a]-pyridin-2-yl)ethyl]-2-benzoxazolethiolate). The solvent is CO (methanol). Run at time 3 hour. The product is CC1=C(N=C2N1C=CC(=C2)C)CCC2=CC1=C(N=C(O1)SC)C=C2 (6-[2-(3,7-dimethylimidazo[1,2-a]pyridin-2-yl)ethyl]-2-methylthiobenzoxazole). As a reaction SMILES: [CH3:1]I.[CH3:3][C:4]1[N:8]2[CH:9]=[CH:10][C:11]([CH3:13])=[CH:12][C:7]2=[N:6][C:5]=1[CH2:14][CH2:15][C:16]1[CH:25]=[CH:24][C:19]2[N:20]=[C:21]([S-:23])[O:22][C:18]=2[CH:17]=1.[K+]>CO>[CH3:3][C:4]1[N:8]2[CH:9]=[CH:10][C:11]([CH3:13])=[CH:12][C:7]2=[N:6][C:5]=1[CH2:14][CH2:15][C:16]1[CH:25]=[CH:24][C:19]2[N:20]=[C:21]([S:23][CH3:1])[O:22][C:18]=2[CH:17]=1 |f:1.2|. Procedure: Methyl iodide (0.38 ml) was added dropwise to a solution of potassium 6-[2-(3,7-dimethylimidazo[1,2-a]-pyridin-2-yl)ethyl]-2-benzoxazolethiolate (2.00 g) in methanol (30 ml) under ice-water cooling. After being stirred for 3 hours keeping the temperature below 5° C., the solvent was evaporated in vacuo. The residue was mixed with water and extracted with ethyl acetate. The extract was washed with water, dried over magnesium sulfate and evaporated in vacuo. The residue was recrystallized from a m...